Dataset: the Open Reaction Database (ORD), a public repository of structured organic reaction records. Task: describe an organic reaction: reactants, conditions, products, and yield Starting materials: C(C)(C)(C)OC(=O)N[C@H](C(=O)O)COC(F)F ((S)-2-tert-butoxycarbonylamino-3-difluoromethoxypropionic acid), CCN=C=NCCCN(C)C.Cl (EDCl), Cl (HCl), CN1CCOCC1 (N-methylmorpholine), Cl.C(C1=CC=CC=C1)OC([C@H](COC(F)F)N)=O ((S)-2-amino-3-difluoromethoxypropionic acid benzyl ester hydrochloride salt), C=1C=CC2=C(C1)N=NN2O (HOBt). The solvent is C(C)(=O)OCC (ethyl acetate), ClCCl (dichloromethane). Conditions: time 8 hour. The product is C(C1=CC=CC=C1)OC([C@H](COC(F)F)NC([C@H](COC(F)F)NC(=O)OC(C)(C)C)=O)=O ((S)-2-((S)-2-tert-butoxycarbonylamino-3-difluoromethoxy-propionylamino)-3-di-fluoromethoxy-propionic acid benzyl ester). The yield is 65.5%. RXN SMILES: [C:1]([O:5][C:6]([NH:8][C@@H:9]([CH2:13][O:14][CH:15]([F:17])[F:16])[C:10]([OH:12])=O)=[O:7])([CH3:4])([CH3:3])[CH3:2].Cl.[CH2:19]([O:26][C:27](=[O:35])[C@@H:28]([NH2:34])[CH2:29][O:30][CH:31]([F:33])[F:32])[C:20]1[CH:25]=[CH:24][CH:23]=[CH:22][CH:21]=1.C1C=CC2N(O)N=NC=2C=1.CCN=C=NCCCN(C)C.Cl.Cl.CN1CCOCC1>ClCCl.C(OCC)(=O)C>[CH2:19]([O:26][C:27](=[O:35])[C@@H:28]([NH:34][C:10](=[O:12])[C@@H:9]([NH:8][C:6]([O:5][C:1]([CH3:2])([CH3:3])[CH3:4])=[O:7])[CH2:13][O:14][CH:15]([F:17])[F:16])[CH2:29][O:30][CH:31]([F:33])[F:32])[C:20]1[CH:25]=[CH:24][CH:23]=[CH:22][CH:21]=1 |f:1.2,4.5|. Reported procedure: To a solution of the compound of Formula IV(a), (S)-2-tert-butoxycarbonylamino-3-difluoromethoxypropionic acid (1.15 g, 4.49 mmol) and the compound of Formula V(a), (S)-2-amino-3-difluoromethoxypropionic acid benzyl ester hydrochloride salt (1.15 g, 4.08 mmol), HOBt (0.689 g, 5.10 mmol) and EDCl.HCl (0.867 g, 5.10 mmol) in dichloromethane (20 mL) was added N-methylmorpholine (0.45 mL, 8.16 mmol) dropwise at 0° C. The reaction mixture was allowed to warm up to room temperature and stirred overnig... Reactants: CCOC(C)=O, COC(=O)Cc1ccc(Oc2ccc(C(=O)NCCc3ccc(Cl)cc3)cc2)c(F)c1, Cl, [Na+], C1COCCO1, [OH-], O. Product: O=C(O)Cc1ccc(Oc2ccc(C(=O)NCCc3ccc(Cl)cc3)cc2)c(F)c1. As a reaction SMILES: [CH3:41][CH2:42][O:43][C:44](=[O:45])[CH3:46].[Cl:1][c:2]1[cH:3][cH:4][c:5]([CH2:6][CH2:7][NH:8][C:9](=[O:10])[c:11]2[cH:12][cH:13][c:14]([O:15][c:16]3[c:17]([F:27])[cH:18][c:19]([CH2:22][C:23](=[O:24])[O:25][CH3:26])[cH:20][cH:21]3)[cH:28][cH:29]2)[cH:30][cH:31]1.[ClH:47].[Na+:33].[O:35]1[CH2:36][CH2:37][O:38][CH2:39][CH2:40]1.[OH-:32].[OH2:34]>>[Cl:1][c:2]1[cH:3][cH:4][c:5]([CH2:6][CH2:7][NH:8][C:9](=[O:10])[c:11]2[cH:12][cH:13][c:14]([O:15][c:16]3[c:17]([F:27])[cH:18][c:19]([CH2:22][C:23](=[O:24])[OH:25])[cH:20][cH:21]3)[cH:28][cH:29]2)[cH:30][cH:31]1.